Dataset: the Open Reaction Database (ORD), a public repository of structured organic reaction records. Task: describe an organic reaction: reactants, conditions, products, and yield The reactants are S(=O)(Cl)Cl (thionyl chloride), OC(=O)CCCCCCCCC (capric acid). Solvent: C1=CC=CC=C1 (benzene). The product is C(=O)(CCCCCCCCC)Cl (capric acid chloride). Reaction SMILES: S(Cl)([Cl:3])=O.[OH:5][C:6]([CH2:8][CH2:9][CH2:10][CH2:11][CH2:12][CH2:13][CH2:14][CH2:15][CH3:16])=O>C1C=CC=CC=1>[C:6]([Cl:3])([CH2:8][CH2:9][CH2:10][CH2:11][CH2:12][CH2:13][CH2:14][CH2:15][CH3:16])=[O:5]. Procedure details: A mixture of 0.5 ml of thionyl chloride, 934 mg of capric acid and 4 ml of benzene was refluxed for 2 hours and then was evaporated to dryness to obtain capric acid chloride. The raw acid chloride was taken up in 5 ml of benzene and 1 ml of pyridine was added thereto. Then, a solution of 728 mg of ethyl 3'-(3'-α-hydroxy trans-1'-octenyl)-cyclopentane-2-carboxylate in 5 ml of benzene was slowly added to the mixture and after the addition of 66 mg of 4-dimethylaminopyridine, the mixture was stirre... The reactants are COC1=CC2=C(CC(N(CC2)CCCN(CCSC2=CC(=C(C=C2)OC)OC)C)=O)C=C1OC (N-[3-(7,8-dimethoxy-1,3,4,5-tetrahydro-2H-3-benzazepin-2-on-3-yl)-propyl]-N-[2-(3,4-dimethoxyphenylthio)-ethyl]-methylamine), OO (hydrogen peroxide). Product: COC1=CC2=C(CC(N(CC2)CCCN(CCS(=O)C2=CC(=C(C=C2)OC)OC)C)=O)C=C1OC (N-[3-(7,8-Dimethoxy-1,3,4,5-tetrahydro-2H-3-benzazepin-2-on-3-yl)-propyl]-N-[2-(3,4-dimethoxyphenylsulfinyl)-ethyl]-methylamine). Reaction SMILES: [CH3:1][O:2][C:3]1[C:32]([O:33][CH3:34])=[CH:31][C:6]2[CH2:7][C:8](=[O:30])[N:9]([CH2:12][CH2:13][CH2:14][N:15]([CH3:29])[CH2:16][CH2:17][S:18][C:19]3[CH:24]=[CH:23][C:22]([O:25][CH3:26])=[C:21]([O:27][CH3:28])[CH:20]=3)[CH2:10][CH2:11][C:5]=2[CH:4]=1.[OH:35]O>>[CH3:1][O:2][C:3]1[C:32]([O:33][CH3:34])=[CH:31][C:6]2[CH2:7][C:8](=[O:30])[N:9]([CH2:12][CH2:13][CH2:14][N:15]([CH3:29])[CH2:16][CH2:17][S:18]([C:19]3[CH:24]=[CH:23][C:22]([O:25][CH3:26])=[C:21]([O:27][CH3:28])[CH:20]=3)=[O:35])[CH2:10][CH2:11][C:5]=2[CH:4]=1. Reported procedure: The title compound is prepared from N-[3-(7,8-dimethoxy-1,3,4,5-tetrahydro-2H-3-benzazepin-2-on-3-yl)-propyl]-N-[2-(3,4-dimethoxyphenylthio)-ethyl]-methylamine and hydrogen peroxide analogously to Example 4. The reactants are CC(C)(C)OC(=O)N1CCN(c2nc(COc3ccc(S(C)(=O)=O)cc3)cs2)CC1, CO, Cl, C1COCCO1. Yields the product Cl, CS(=O)(=O)c1ccc(OCc2csc(N3CCNCC3)n2)cc1. Reaction SMILES: [C:1]([O:2][C:3](=[O:4])[N:8]1[CH2:9][CH2:10][N:11]([c:14]2[s:15][cH:16][c:17]([CH2:19][O:20][c:21]3[cH:22][cH:23][c:24]([S:27](=[O:28])(=[O:29])[CH3:30])[cH:25][cH:26]3)[n:18]2)[CH2:12][CH2:13]1)([CH3:5])([CH3:6])[CH3:7].[CH3:32][OH:33].[ClH:31].[O:34]1[CH2:35][CH2:36][O:37][CH2:38][CH2:39]1>>[ClH:31].[NH:8]1[CH2:9][CH2:10][N:11]([c:14]2[s:15][cH:16][c:17]([CH2:19][O:20][c:21]3[cH:22][cH:23][c:24]([S:27](=[O:28])(=[O:29])[CH3:30])[cH:25][cH:26]3)[n:18]2)[CH2:12][CH2:13]1.